The task is: describe an organic reaction: reactants, conditions, products, and yield. This data is from the Open Reaction Database (ORD), a public repository of structured organic reaction records. Reactants: NC(C(C)C)C=1N(C(C2=C(N1)SN=C2C)=O)CC2=CC=CC=C2 (6-(1-amino-2-methyl-propyl)-5-benzyl-3-methyl-5H-isothiazolo[5,4-d]pyrimidin-4-one), BrCCC1OCCO1 (2-(2-bromo-ethyl)-[1,3]dioxolane). The solvent is O (water), CN(C)C=O (DMF). Reaction conditions: temperature 70 celsius. The product is C(C1=CC=CC=C1)N1C(=NC2=C(C1=O)C(=NS2)C)C(C(C)C)NCCC2OCCO2 (5-Benzyl-6-[1-(2-[1,3]dioxolan-2-yl-ethylamino)-2-methyl-propyl]-3-methyl-5H-isothiazolo[5,4-d]pyrimidin-4-one). The yield is 95.6%. RXN SMILES: [NH2:1][CH:2]([C:6]1[N:7]([CH2:17][C:18]2[CH:23]=[CH:22][CH:21]=[CH:20][CH:19]=2)[C:8](=[O:16])[C:9]2[C:14]([CH3:15])=[N:13][S:12][C:10]=2[N:11]=1)[CH:3]([CH3:5])[CH3:4].Br[CH2:25][CH2:26][CH:27]1[O:31][CH2:30][CH2:29][O:28]1>CN(C=O)C.O>[CH2:17]([N:7]1[C:8](=[O:16])[C:9]2[C:14]([CH3:15])=[N:13][S:12][C:10]=2[N:11]=[C:6]1[CH:2]([NH:1][CH2:25][CH2:26][CH:27]1[O:31][CH2:30][CH2:29][O:28]1)[CH:3]([CH3:5])[CH3:4])[C:18]1[CH:19]=[CH:20][CH:21]=[CH:22][CH:23]=1. Procedure: To a solution of 6-(1-amino-2-methyl-propyl)-5-benzyl-3-methyl-5H-isothiazolo[5,4-d]pyrimidin-4-one (method 30) (1.6 g, 4.88 mmol) in anhydrous DMF (20 mL), 2-(2-bromo-ethyl)-[1,3]dioxolane (0.88 g, 4.88 mmol) was added and the resulting solution was heated at 70° C. for 2 h. The reaction mixture was cooled, diluted with water and extracted with EtOAc (3×60 mL). The combined organic extracts were dried (Na2SO4) and concentrated to provide the crude product (2 g), which was used as such in the ne... Reactants: ClC1=NC=C(C(=N1)N(CC(C(=O)OC)(F)F)C1CCCC1)[N+](=O)[O-] (Methyl 3-((2-chloro-5-nitropyrimidin-4-yl)(cyclopentyl)amino)-2,2-difluoropropanoate), Cl (HCl). The reagents and catalysts are [Fe] (Iron). Solvent: CC(=O)O (AcOH). Run at temperature 60 celsius, time 1 hour. Yields the product ClC=1N=CC=2NC(C(CN(C2N1)C1CCCC1)(F)F)=O (2-chloro-9-cyclopentyl-7,7-difluoro-8,9-dihydro-5H-pyrimido[5,4-b][1,4]diazepin-6(7H)-one). Reaction SMILES: [Cl:1][C:2]1[N:7]=[C:6]([N:8]([CH:17]2[CH2:21][CH2:20][CH2:19][CH2:18]2)[CH2:9][C:10]([F:16])([F:15])[C:11](OC)=[O:12])[C:5]([N+:22]([O-])=O)=[CH:4][N:3]=1.Cl>CC(O)=O.[Fe]>[Cl:1][C:2]1[N:3]=[CH:4][C:5]2[NH:22][C:11](=[O:12])[C:10]([F:16])([F:15])[CH2:9][N:8]([CH:17]3[CH2:21][CH2:20][CH2:19][CH2:18]3)[C:6]=2[N:7]=1. Reported procedure: Methyl 3-((2-chloro-5-nitropyrimidin-4-yl)(cyclopentyl)amino)-2,2-difluoropropanoate, was dissolved in AcOH (10 mL). Iron powder (224 mg, 4 mmol) was added followed by the slow addition of HCl (1.5 mL, conc.). The reaction mixture was left to stir at 60° C. for 1 hr. The reaction was then cooled, the stir bar and unreacted iron removed by filtration through paper, and the solvent volume reduced by about 75% on a rotovap. The mixture was then diluted with ice water and EtOAc. Aqueous layer basifi... Starting materials: aminopropyl NH2, C(=O)(OC(C)(C)C)N1CC(CCC1)CNC1=CC=CC=C1 (N-(1-Boc-Piperidin-3-ylmethyl)-aniline), piperidinomethyl polystyrene resin, COCC(=O)Cl (methoxyacetyl chloride). Run in C(Cl)Cl (CH2Cl2). Run at time 4 hour. Product: C(=O)(OC(C)(C)C)N1CC(CCC1)CN(C(COC)=O)C1=CC=CC=C1 (methoxyacetic acid N-(1-Boc-piperidin-3-ylmethyl)-N-phenylamide). The yield is 56.0%. As a reaction SMILES: [C:1]([N:8]1[CH2:13][CH2:12][CH2:11][CH:10]([CH2:14][NH:15][C:16]2[CH:21]=[CH:20][CH:19]=[CH:18][CH:17]=2)[CH2:9]1)([O:3][C:4]([CH3:7])([CH3:6])[CH3:5])=[O:2].[CH3:22][O:23][CH2:24][C:25](Cl)=[O:26]>C(Cl)Cl>[C:1]([N:8]1[CH2:13][CH2:12][CH2:11][CH:10]([CH2:14][N:15]([C:16]2[CH:21]=[CH:20][CH:19]=[CH:18][CH:17]=2)[C:25](=[O:26])[CH2:24][O:23][CH3:22])[CH2:9]1)([O:3][C:4]([CH3:6])([CH3:7])[CH3:5])=[O:2]. Procedure details: To a stirred suspension of N-(1-Boc-piperidin-3-ylmethyl)-aniline 4 (101 mg, 0.348 mmol) and piperidinomethyl polystyrene resin (110 mg) in 2 mL of dry CH2Cl2 was added methoxyacetyl chloride (97%, 34 μL, 1.05 eq.) at room temperature. After being shaken at room temperature for 4 hours, the reaction mixture was passed through an aminopropyl NH2 cartridge and washed with CH2Cl2 Removal of CH2Cl2 afforded methoxyacetic acid N-(1-Boc-piperidin-3-ylmethyl)-N-phenylamide 38 (70 mg, 56%). The reactants are C(C=C)(=O)O (acrylic acid), C(CCC)OC(C=C)=O (n-butylacrylate), C(C=C)(=O)N (acrylamide). Solvent: O1CCOCC1 (dioxane). Run at temperature 70 celsius. Yields the product C(C=C)(=O)O.C(CCC)OC(C=C)=O.C(C=C)(=O)N (Acrylic Acid n-butylacrylate acrylamide). As a reaction SMILES: [C:1]([OH:5])(=[O:4])[CH:2]=[CH2:3].[CH2:6]([O:10][C:11](=[O:14])[CH:12]=[CH2:13])[CH2:7][CH2:8][CH3:9].[C:15]([NH2:19])(=[O:18])[CH:16]=[CH2:17]>O1CCOCC1>[C:1]([OH:5])(=[O:4])[CH:2]=[CH2:3].[CH2:6]([O:10][C:11](=[O:14])[CH:12]=[CH2:13])[CH2:7][CH2:8][CH3:9].[C:15]([NH2:19])(=[O:18])[CH:16]=[CH2:17] |f:4.5.6|. Procedure: A solution was prepared of acrylic acid (10.0 g, 133 mmol), n-butylacrylate (4.0 g, 31.4 mmol) and acrylamide (4.0 g, 56.3 mmol) in dioxane (200 mL). After the solution was degassed with a rapid stream of nitrogen, AIBN (1.3 g) was added. The resulting solution was degassed for a further thirty minutes and was then heated to 70° C. for 17 h. As the reaction proceeded, the polymer precipitated as a white fibrous solid. The solution was cooled and the dioxane was decanted. The polymer was washed w... The reactants are CC(C)([O-])C.[K+] (potassium t-butoxide), [Cl-].[NH4+] (ammonium chloride), C1(=CC=CC=C1)CC#N (phenylacetonitrile), ClC1=NC=NC(=C1)SC (4-chloro-6-methylthiopyrimidine). Run in O1CCCC1 (tetrahydrofuran). Reaction conditions: temperature 0 celsius, time 4 hour. Yields the product C(#N)C(C1=CC=CC=C1)C1=NC=NC(=C1)SC (4-(α-cyanobenzyl)-6-methylthiopyrimidine). Yield: 81.4%. RXN SMILES: CC(C)([O-])C.[K+].[C:7]1([CH2:13][C:14]#[N:15])[CH:12]=[CH:11][CH:10]=[CH:9][CH:8]=1.Cl[C:17]1[CH:22]=[C:21]([S:23][CH3:24])[N:20]=[CH:19][N:18]=1.[Cl-].[NH4+]>O1CCCC1>[C:14]([CH:13]([C:17]1[CH:22]=[C:21]([S:23][CH3:24])[N:20]=[CH:19][N:18]=1)[C:7]1[CH:12]=[CH:11][CH:10]=[CH:9][CH:8]=1)#[N:15] |f:0.1,4.5|. Procedure details: In 30 ml of tetrahydrofuran was suspended 5.24 g of potassium t-butoxide, to which 2.63 g of phenylacetonitrile and 3.0 g of 4-chloro-6-methylthiopyrimidine, followed by stirring at 0° C. for 4 hours. The reaction mixture was then poured into a saturated aqueous ammonium chloride solution and extracted three times with ethyl acetate. The organic layers were combined and washed with a saturated aqueous sodium chloride solution, and the combined organic layer was dried over anhydrous magnesium sul...